The task is: describe an organic reaction: reactants, conditions, products, and yield. This data is from the Open Reaction Database (ORD), a public repository of structured organic reaction records. Reactants: NCCNCc1ccccc1, COCCOC, CS(=O)c1nc(N)nc(-c2ccco2)c1C#N. The product is N#Cc1c(NCCNCc2ccccc2)nc(N)nc1-c1ccco1. RXN SMILES: [CH2:18]([c:19]1[cH:20][cH:21][cH:22][cH:23][cH:24]1)[NH:25][CH2:26][CH2:27][NH2:28].[CH3:29][O:30][CH2:31][CH2:32][O:33][CH3:34].[NH2:1][c:2]1[n:3][c:4]([S:15]([CH3:16])=[O:17])[c:5]([C:13]#[N:14])[c:6](-[c:8]2[o:9][cH:10][cH:11][cH:12]2)[n:7]1>>[NH2:1][c:2]1[n:3][c:4]([NH:28][CH2:27][CH2:26][NH:25][CH2:18][c:19]2[cH:20][cH:21][cH:22][cH:23][cH:24]2)[c:5]([C:13]#[N:14])[c:6](-[c:8]2[o:9][cH:10][cH:11][cH:12]2)[n:7]1.